The task is: describe an organic reaction: reactants, conditions, products, and yield. This data is from the Open Reaction Database (ORD), a public repository of structured organic reaction records. The reactants are COC1=C(C=CC(=C1)CNCCCNCCCCNCCCN)O.ClC=1C=C(C=CC1)N1C(=O)NC(=O)C1 (DL-5 (3-chlorophenyl)hydantoin), COC1=C(C=CC(=C1)CNCCCNCCCCNCCCN)O.ClC1=CC=C(C=C1)N1C(=O)NC(=O)C1 (DL-5 (4-chlorophenyl)hydantoin), COC1=C(C=CC(=C1)CNCCCNCCCCNCCCN)O.ClC=1C=C(C=CC1)N1C(=O)NC(=O)C1 (DL-5 (3-chlorophenyl)hydantoin). Yields the product C(N)(=O)NC(C(=O)O)C1=CC(=CC=C1)Cl (N-carbamoyl-2-(3-chlorophenyl)glycine). As a reaction SMILES: C[O:2]C1C=C(CNCCCNCCCCNCCCN)C=CC=1O.[Cl:25][C:26]1[CH:27]=[C:28](N2CC(=O)NC2=O)[CH:29]=[CH:30][CH:31]=1.COC1C=C(CNCCCNCCCCNCCCN)C=CC=1O.ClC1C=CC([N:70]2[CH2:76][C:74](=[O:75])[NH:73][C:71]2=[O:72])=CC=1>>[C:71]([NH:70][CH:76]([C:28]1[CH:29]=[CH:30][CH:31]=[C:26]([Cl:25])[CH:27]=1)[C:74]([OH:75])=[O:2])(=[O:72])[NH2:73] |f:0.1,2.3|. Procedure details: Further, the same large scale reaction as in Example 10 was repeated except that DL-5-(3-chlorophenyl)hydantoin and Agrobacterium rhizogenes IFO 13259 were employed instead of DL-5-(4-chlorophenyl)hydantoin and Pseudomonas chlororaphis IFO 3904, respectively. From 1.0 g. of DL-5-(3-chlorophenyl)hydantoin 267 mg. of N-carbamoyl-2-(3-chlorophenyl)glycine was obtained. The reactants are ClC1=NN(C=C1N(C(CCI)=O)CC)C=1C=NC=CC1 (N-(3-Chloro-1-(pyridin-3-yl)-1H-pyrazol-4-yl)-N-ethyl-3-iodopropanamide), O (water), C(CC=C)C1C(NCC1)=O (3-(but-3-en-1-yl)pyrrolidin-2-one), [H-].[Na+] (sodium hydride). Run in CN(C)C=O (DMF), CN(C)C=O (DMF). Reaction conditions: time 45 minute. Product: C(CC=C)C1C(N(CC1)CCC(=O)N(CC)C=1C(=NN(C1)C=1C=NC=CC1)Cl)=O (3-(3-but-3-enyl-2-oxo-pyrrolidin-1-yl)-N-[3-chloro-1-(3-pyridyl)pyrazol-4-yl]-N-ethylpropanamide). RXN SMILES: [CH2:1]([CH:5]1[CH2:9][CH2:8][NH:7][C:6]1=[O:10])[CH2:2][CH:3]=[CH2:4].[H-].[Na+].[Cl:13][C:14]1[C:18]([N:19]([CH2:25][CH3:26])[C:20](=[O:24])[CH2:21][CH2:22]I)=[CH:17][N:16]([C:27]2[CH:28]=[N:29][CH:30]=[CH:31][CH:32]=2)[N:15]=1.O>CN(C=O)C>[CH2:1]([CH:5]1[CH2:9][CH2:8][N:7]([CH2:22][CH2:21][C:20]([N:19]([C:18]2[C:14]([Cl:13])=[N:15][N:16]([C:27]3[CH:28]=[N:29][CH:30]=[CH:31][CH:32]=3)[CH:17]=2)[CH2:25][CH3:26])=[O:24])[C:6]1=[O:10])[CH2:2][CH:3]=[CH2:4] |f:1.2|. Procedure: To 3-chloro-N-(3-chloro-1-(pyridin-3-yl)-1H-pyrazol-4-yl)-N-ethylpropan amide (0.500 g, 1.60 mmol) in acetone (8 mL) was added sodium iodide (0.359 g, 2.40 mmol). The reaction was heated to reflux for 24 hours. The reaction product was filtered and concentrated to provide N-(3-chloro-1-(pyridin-3-yl)-1H-pyrazol-4-yl)-N-ethyl-3-iodopropanamide (0.363 g, 0.898 mmol), which was used immediately without further purification. To 3-(but-3-en-1-yl)pyrrolidin-2-one (0.125 g, 0.898 mmol) dissolved in DMF... RXN SMILES: [CH3:21][OH:22].[Cl:1][CH2:2][CH2:3][CH2:4][O:5][c:6]1[c:7]([O:16][CH3:17])[cH:8][c:9]([C:10](=[O:11])[O:12][CH3:13])[cH:14][cH:15]1.[ClH:20].[Na+:19].[OH-:18]>>[Cl:1][CH2:2][CH2:3][CH2:4][O:5][c:6]1[c:7]([O:16][CH3:17])[cH:8][c:9]([C:10](=[O:11])[OH:12])[cH:14][cH:15]1. The product is COc1cc(C(=O)O)ccc1OCCCCl. Reactants: CO, COC(=O)c1ccc(OCCCCl)c(OC)c1, Cl, [Na+], [OH-]. The reactants are COC(=O)c1cc2c(OC(C)=O)c(OC)ccc2[nH]1, O=C([O-])[O-], CC#N, Clc1ccc(CBr)cc1Cl, [K+], [K+]. The product is COC(=O)c1cc2c(OC(C)=O)c(OC)ccc2n1Cc1ccc(Cl)c(Cl)c1. Reaction SMILES: [C:11]([CH3:12])(=[O:13])[O:14][c:15]1[c:16]2[cH:17][c:18]([C:26](=[O:27])[O:28][CH3:29])[nH:19][c:20]2[cH:21][cH:22][c:23]1[O:24][CH3:25].[C:30](=[O:31])([O-:32])[O-:33].[CH3:36][C:37]#[N:38].[Cl:1][c:2]1[cH:3][c:4]([CH2:5][Br:6])[cH:7][cH:8][c:9]1[Cl:10].[K+:34].[K+:35]>>[Cl:1][c:2]1[cH:3][c:4]([CH2:5][n:19]2[c:18]([C:26](=[O:27])[O:28][CH3:29])[cH:17][c:16]3[c:15]([O:14][C:11]([CH3:12])=[O:13])[c:23]([O:24][CH3:25])[cH:22][cH:21][c:20]32)[cH:7][cH:8][c:9]1[Cl:10]. Reaction SMILES: [Cl:1][c:2]1[c:3]2[c:4]([n:5][cH:6][n:7]1)[s:8][c:9]([CH:11]([CH3:12])[CH3:13])[cH:10]2.[F:14][c:15]1[cH:16][c:17]([CH2:18][N:19]2[CH2:20][CH2:21][CH:22]([NH2:25])[CH2:23][CH2:24]2)[cH:26][c:27]([F:29])[cH:28]1>>[c:2]1([NH:25][CH:22]2[CH2:21][CH2:20][N:19]([CH2:18][c:17]3[cH:16][c:15]([F:14])[cH:28][c:27]([F:29])[cH:26]3)[CH2:24][CH2:23]2)[c:3]2[c:4]([n:5][cH:6][n:7]1)[s:8][c:9]([CH:11]([CH3:12])[CH3:13])[cH:10]2. Product: CC(C)c1cc2c(NC3CCN(Cc4cc(F)cc(F)c4)CC3)ncnc2s1. Starting materials: CC(C)c1cc2c(Cl)ncnc2s1, NC1CCN(Cc2cc(F)cc(F)c2)CC1. Reactants: CCC(C)N(CCC(=O)NC)c1nc(Cl)ncc1Br, O=C([O-])[O-], C1COCCO1, CCCC(C)C, ClCCl, [Cs+], [Cs+], O=C(C=Cc1ccccc1)C=Cc1ccccc1, O=C(C=Cc1ccccc1)C=Cc1ccccc1, O=C(C=Cc1ccccc1)C=Cc1ccccc1, [Pd], [Pd]. The product is CCC(C)N1CCC(=O)N(C)c2cnc(Cl)nc21. RXN SMILES: [Br:1][c:2]1[c:3]([N:9]([CH2:10][CH2:11][C:12](=[O:13])[NH:14][CH3:15])[CH:16]([CH3:17])[CH2:18][CH3:19])[n:4][c:5]([Cl:8])[n:6][cH:7]1.[C:20](=[O:21])([O-:22])[O-:23].[CH2:32]1[O:33][CH2:34][CH2:35][O:36][CH2:37]1.[CH3:26][CH2:27][CH2:28][CH:29]([CH3:30])[CH3:31].[Cl:38][CH2:39][Cl:40].[Cs+:24].[Cs+:25].[O:43]=[C:44]([CH:45]=[CH:46][c:47]1[cH:48][cH:49][cH:50][cH:51][cH:52]1)[CH:53]=[CH:54][c:55]1[cH:56][cH:57][cH:58][cH:59][cH:60]1.[O:61]=[C:62]([CH:63]=[CH:64][c:65]1[cH:66][cH:67][cH:68][cH:69][cH:70]1)[CH:71]=[CH:72][c:73]1[cH:74][cH:75][cH:76][cH:77][cH:78]1.[O:79]=[C:80]([CH:81]=[CH:82][c:83]1[cH:84][cH:85][cH:86][cH:87][cH:88]1)[CH:89]=[CH:90][c:91]1[cH:92][cH:93][cH:94][cH:95][cH:96]1.[Pd:41].[Pd:42]>>[c:2]12[c:3]([n:4][c:5]([Cl:8])[n:6][cH:7]1)[N:9]([CH:16]([CH3:17])[CH2:18][CH3:19])[CH2:10][CH2:11][C:12](=[O:13])[N:14]2[CH3:15]. Yields the product CC(=O)Nc1ccccc1Cc1ccc(N2CC(=O)N(CC[Si](C)(C)C)S2(=O)=O)c(OCc2ccccc2)c1. As a reaction SMILES: [C:37]([CH3:38])(=[O:39])[Cl:40].[CH3:47][CH2:48][O:49][C:50]([CH3:51])=[O:52].[NH2:1][c:2]1[c:3]([CH2:4][c:5]2[cH:6][c:7]([O:25][CH2:26][c:27]3[cH:28][cH:29][cH:30][cH:31][cH:32]3)[c:8]([N:11]3[CH2:12][C:13](=[O:24])[N:14]([CH2:18][CH2:19][Si:20]([CH3:21])([CH3:22])[CH3:23])[S:15]3(=[O:16])=[O:17])[cH:9][cH:10]2)[cH:33][cH:34][cH:35][cH:36]1.[cH:41]1[cH:42][cH:43][n:44][cH:45][cH:46]1>>[NH:1]([c:2]1[c:3]([CH2:4][c:5]2[cH:6][c:7]([O:25][CH2:26][c:27]3[cH:28][cH:29][cH:30][cH:31][cH:32]3)[c:8]([N:11]3[CH2:12][C:13](=[O:24])[N:14]([CH2:18][CH2:19][Si:20]([CH3:21])([CH3:22])[CH3:23])[S:15]3(=[O:16])=[O:17])[cH:9][cH:10]2)[cH:33][cH:34][cH:35][cH:36]1)[C:37]([CH3:38])=[O:39]. Starting materials: CC(=O)Cl, CCOC(C)=O, C[Si](C)(C)CCN1C(=O)CN(c2ccc(Cc3ccccc3N)cc2OCc2ccccc2)S1(=O)=O, c1ccncc1. The reactants are CC(C)(C)C1C(O)=C(C2=NS(=O)(=O)c3c(CCl)cccc32)C(=O)N1Cc1ccc(F)cc1, C1CCOC1, ClCCl, [H-], [Na+], CN(C)C=O, O=S1(=O)CCCCN1. Yields the product CC(C)(C)C1C(O)=C(C2=NS(=O)(=O)c3c(CN4CCCCS4(=O)=O)cccc32)C(=O)N1Cc1ccc(F)cc1. RXN SMILES: [C:16]([CH3:17])([CH3:18])([CH3:19])[CH:20]1[C:21]([OH:47])=[C:22]([C:34]2=[N:35][S:36](=[O:45])(=[O:46])[c:37]3[c:38]2[cH:39][cH:40][cH:41][c:42]3[CH2:43][Cl:44])[C:23](=[O:33])[N:24]1[CH2:25][c:26]1[cH:27][cH:28][c:29]([F:32])[cH:30][cH:31]1.[CH2:3]1[O:4][CH2:5][CH2:6][CH2:7]1.[Cl:53][CH2:54][Cl:55].[H-:2].[Na+:1].[O:48]=[CH:49][N:50]([CH3:51])[CH3:52].[S:8]1(=[O:14])(=[O:15])[NH:9][CH2:10][CH2:11][CH2:12][CH2:13]1>>[S:8]1(=[O:14])(=[O:15])[N:9]([CH2:43][c:42]2[c:37]3[c:38]([cH:39][cH:40][cH:41]2)[C:34]([C:22]2=[C:21]([OH:47])[CH:20]([C:16]([CH3:17])([CH3:18])[CH3:19])[N:24]([CH2:25][c:26]4[cH:27][cH:28][c:29]([F:32])[cH:30][cH:31]4)[C:23]2=[O:33])=[N:35][S:36]3(=[O:45])=[O:46])[CH2:10][CH2:11][CH2:12][CH2:13]1.